Task: describe an organic reaction: reactants, conditions, products, and yield. Dataset: the Open Reaction Database (ORD), a public repository of structured organic reaction records Reactants: CCCCP(CCCC)CCCC, Cc1nc(-c2ccc(C(F)(F)F)cc2)oc1C(O)Cc1ccccc1, COC(=O)CCc1ccc(O)cc1C, Cc1ccccc1, O=C(N=NC(=O)N1CCCCC1)N1CCCCC1. Yields the product COC(=O)CCc1ccc(OC(Cc2ccccc2)c2oc(-c3ccc(C(F)(F)F)cc3)nc2C)cc1C. As a reaction SMILES: [CH2:58]([P:59]([CH2:60][CH2:61][CH2:62][CH3:63])[CH2:64][CH2:65][CH2:66][CH3:67])[CH2:68][CH2:69][CH3:70].[CH3:1][c:2]1[n:3][c:4](-[c:16]2[cH:17][cH:18][c:19]([C:22]([F:23])([F:24])[F:25])[cH:20][cH:21]2)[o:5][c:6]1[CH:7]([CH2:8][c:9]1[cH:10][cH:11][cH:12][cH:13][cH:14]1)[OH:15].[CH3:26][O:27][C:28]([CH2:29][CH2:30][c:31]1[c:32]([CH3:38])[cH:33][c:34]([OH:37])[cH:35][cH:36]1)=[O:39].[CH3:71][c:72]1[cH:73][cH:74][cH:75][cH:76][cH:77]1.[N:40]([C:41]([N:42]1[CH2:43][CH2:44][CH2:45][CH2:46][CH2:47]1)=[O:48])=[N:49][C:50]([N:51]1[CH2:52][CH2:53][CH2:54][CH2:55][CH2:56]1)=[O:57]>>[CH3:1][c:2]1[n:3][c:4](-[c:16]2[cH:17][cH:18][c:19]([C:22]([F:23])([F:24])[F:25])[cH:20][cH:21]2)[o:5][c:6]1[CH:7]([CH2:8][c:9]1[cH:10][cH:11][cH:12][cH:13][cH:14]1)[O:15][c:34]1[cH:33][c:32]([CH3:38])[c:31]([CH2:30][CH2:29][C:28]([O:27][CH3:26])=[O:39])[cH:36][cH:35]1. Reactants: CC(=O)O, COc1cc(OCC2CC(O)CN2)c2c(Nc3ccc(F)c(Cl)c3)ncnc2c1. Product: COc1cc(OCC2CC(O)CN2C(C)=O)c2c(Nc3ccc(F)c(Cl)c3)ncnc2c1. As a reaction SMILES: [CH3:30][C:31]([OH:32])=[O:33].[Cl:1][c:2]1[cH:3][c:4]([NH:5][c:6]2[n:7][cH:8][n:9][c:10]3[cH:11][c:12]([O:24][CH3:25])[cH:13][c:14]([O:16][CH2:17][CH:18]4[CH2:19][CH:20]([OH:23])[CH2:21][NH:22]4)[c:15]23)[cH:26][cH:27][c:28]1[F:29]>>[Cl:1][c:2]1[cH:3][c:4]([NH:5][c:6]2[n:7][cH:8][n:9][c:10]3[cH:11][c:12]([O:24][CH3:25])[cH:13][c:14]([O:16][CH2:17][CH:18]4[CH2:19][CH:20]([OH:23])[CH2:21][N:22]4[C:31]([CH3:30])=[O:32])[c:15]23)[cH:26][cH:27][c:28]1[F:29].